Task: describe an organic reaction: reactants, conditions, products, and yield. Dataset: the Open Reaction Database (ORD), a public repository of structured organic reaction records Starting materials: O=C([O-])[O-], CN(C)C=O, Cn1c(C(F)(F)F)cc(=O)n(-c2cc(F)c([N+](=O)[O-])cc2F)c1=O, [K+], [K+], O, COC(=O)C(C)Oc1ncncc1O. The product is COC(=O)C(C)Oc1ncncc1Oc1cc(-n2c(=O)cc(C(F)(F)F)n(C)c2=O)c(F)cc1[N+](=O)[O-]. Reaction SMILES: [C:44](=[O:45])([O-:46])[O-:47].[CH3:39][N:40]([CH3:41])[CH:42]=[O:43].[F:15][c:16]1[c:17]([N+:36](=[O:37])[O-:38])[cH:18][c:19]([F:35])[c:20](-[n:22]2[c:23](=[O:34])[n:24]([CH3:33])[c:25]([C:29]([F:30])([F:31])[F:32])[cH:26][c:27]2=[O:28])[cH:21]1.[K+:48].[K+:49].[OH2:50].[OH:1][c:2]1[c:3]([O:8][CH:9]([CH3:10])[C:11](=[O:12])[O:13][CH3:14])[n:4][cH:5][n:6][cH:7]1>>[O:1]([c:2]1[c:3]([O:8][CH:9]([CH3:10])[C:11](=[O:12])[O:13][CH3:14])[n:4][cH:5][n:6][cH:7]1)[c:16]1[c:17]([N+:36](=[O:37])[O-:38])[cH:18][c:19]([F:35])[c:20](-[n:22]2[c:23](=[O:34])[n:24]([CH3:33])[c:25]([C:29]([F:30])([F:31])[F:32])[cH:26][c:27]2=[O:28])[cH:21]1.